From a dataset of the Open Reaction Database (ORD), a public repository of structured organic reaction records. describe an organic reaction: reactants, conditions, products, and yield Reactants: C1CCOC1, CCOC(C)=O, CCN(C(C)C)C(C)C, O=C(Cl)OCc1ccccc1, OCCC1CCNCC1. The product is O=C(OCc1ccccc1)N1CCC(CCO)CC1. Reaction SMILES: [CH2:10]1[O:11][CH2:12][CH2:13][CH2:14]1.[CH3:35][CH2:36][O:37][C:38](=[O:39])[CH3:40].[CH:15]([N:16]([CH:17]([CH3:18])[CH3:19])[CH2:20][CH3:21])([CH3:22])[CH3:23].[Cl:24][C:25](=[O:26])[O:27][CH2:28][c:29]1[cH:30][cH:31][cH:32][cH:33][cH:34]1.[NH:1]1[CH2:2][CH2:3][CH:4]([CH2:7][CH2:8][OH:9])[CH2:5][CH2:6]1>>[N:1]1([C:25](=[O:26])[O:27][CH2:28][c:29]2[cH:30][cH:31][cH:32][cH:33][cH:34]2)[CH2:2][CH2:3][CH:4]([CH2:7][CH2:8][OH:9])[CH2:5][CH2:6]1. Reactants: BrC=1C=C2C(=CNC2=C(C1)C(=O)O)C1CC(S(CC1)(=O)=O)C(C)C (5-Bromo-3-[2-(1-methylethyl)-1,1-dioxidotetrahydro-2H-thiopyran-4-yl]-1H-indole-7-carboxylic acid), N (ammonia), O1CCOCC1 (dioxane), ON1N=NC2=C1C=CC=C2 (HOBt), C(C)N=C=NCCCN(C)C (EDC). The solvent is CN(C=O)C (N,N-Dimethylformamide), C([O-])(O)=O.[Na+] (sodium bicarbonate). Run at temperature 100 celsius. The product is BrC=1C=C2C(=CNC2=C(C1)C(=O)N)C1CC(S(CC1)(=O)=O)C(C)C (5-Bromo-3-[2-(1-methylethyl)-1,1-dioxidotetrahydro-2H-thiopyran-4-yl]-1H-indole-7-carboxamide). Isolated yield 134.9%. RXN SMILES: [Br:1][C:2]1[CH:3]=[C:4]2[C:8](=[C:9]([C:11](O)=[O:12])[CH:10]=1)[NH:7][CH:6]=[C:5]2[CH:14]1[CH2:19][CH2:18][S:17](=[O:21])(=[O:20])[CH:16]([CH:22]([CH3:24])[CH3:23])[CH2:15]1.O[N:26]1C2C=CC=CC=2N=N1.C(N=C=NCCCN(C)C)C.N.O1CCOCC1>CN(C)C=O.C(=O)(O)[O-].[Na+]>[Br:1][C:2]1[CH:3]=[C:4]2[C:8](=[C:9]([C:11]([NH2:26])=[O:12])[CH:10]=1)[NH:7][CH:6]=[C:5]2[CH:14]1[CH2:19][CH2:18][S:17](=[O:21])(=[O:20])[CH:16]([CH:22]([CH3:24])[CH3:23])[CH2:15]1 |f:6.7|. Procedure details: 5-Bromo-3-[2-(1-methylethyl)-1,1-dioxidotetrahydro-2H-thiopyran-4-yl]-1H-indole-7-carboxylic acid (1.12 g, 2.69 mmol) was dissolved in N,N-Dimethylformamide (DMF) (4 mL). HOBt (1-hydroxybenzotriazole) (0.364 g, 2.69 mmol) and EDC (1-Ethyl-3-(3-dimethylaminopropyl)carbodiimide) (1.445 g, 7.54 mmol) were added. The mixture was stirred and a solution of 0.5 N ammonia in dioxane (16.15 mL, 8.07 mmol) was added. The reaction mixture was heated under microwave at 100° C. for 20 minutes. The reaction w... Reactants: CSC(=C(C(=O)OCC)C#N)SC (ethyl 3,3-bis(methylthio)-2-cyanoacrylate), C(C)(=O)N (acetamide), [H-].[Na+] (sodium hydride), C1(=CC=CC=C1)C (toluene), C(C)(=O)OCC (ethyl acetate). Product: CC=1NC(C(=C(N1)SC)C(=O)OCC)=O (ethyl 2-methyl-4-(methylsulfanyl)-6-oxo-1,6-dihydropyrimidine-5-carboxylate). The yield is 39.0%. As a reaction SMILES: CS[C:3]([S:12][CH3:13])=[C:4]([C:10]#[N:11])[C:5]([O:7][CH2:8][CH3:9])=[O:6].[C:14]([NH2:17])(=O)[CH3:15].[H-].[Na+].C1(C)C=CC=CC=1.C(OCC)(=[O:29])C>>[CH3:15][C:14]1[NH:11][C:10](=[O:29])[C:4]([C:5]([O:7][CH2:8][CH3:9])=[O:6])=[C:3]([S:12][CH3:13])[N:17]=1 |f:2.3|. Procedure: A solution of ethyl 3,3-bis(methylthio)-2-cyanoacrylate (10.0 g, 45.6 mmol), acetamide (3.0 g, 50.2 mmol), sodium hydride (70% oil, 2.0 g, 58.3 mmol) in ethyl acetate (250 mL)-toluene (250 mL) was stirred at room temperature for 3 days. The reaction mixture was concentrated under reduced pressure, water was added to the residue, and the mixture was acidified with 1N hydrochloric acid, and extracted with ethyl acetate. The organic layer was washed successively with water and brine, and dried over... Reactants: C(O)([O-])=O.[Na+] (sodium hydrogen carbonate), [N+](=O)(O)[O-] (nitric acid), C(C)(=O)OC(C)=O (acetic anhydride), OCCNC(C1=C(N=CC=C1)N1CCN(CC1)C)=O (N-(2-hydroxyethyl)-2-(4-methyl-1-piperazinyl)nicotinamide). Run in C(C)#N (acetonitrile). Conditions: time 4 hour. Product: O([N+](=O)[O-])CCNC(C1=C(N=CC=C1)N1CCN(CC1)C)=O (N-(2-nitroxyethyl)-2-(4-methyl-1-piperazinyl)nicotinamide). As a reaction SMILES: [OH:1][CH2:2][CH2:3][NH:4][C:5](=[O:19])[C:6]1[CH:11]=[CH:10][CH:9]=[N:8][C:7]=1[N:12]1[CH2:17][CH2:16][N:15]([CH3:18])[CH2:14][CH2:13]1.[N+:20]([O-])([OH:22])=[O:21].C(OC(=O)C)(=O)C.C(=O)([O-])O.[Na+]>C(#N)C>[O:1]([CH2:2][CH2:3][NH:4][C:5](=[O:19])[C:6]1[CH:11]=[CH:10][CH:9]=[N:8][C:7]=1[N:12]1[CH2:13][CH2:14][N:15]([CH3:18])[CH2:16][CH2:17]1)[N+:20]([O-:22])=[O:21] |f:3.4|. Procedure: To a solution of 1.27 g of compound 7 prepared in Examples 2-10 in 13 ml of acetonitrile was added dropwise a mixture of 2.0 g of fuming nitric acid and 1.4 g of acetic anhydride while maintaining the temperature below -10° C. The mixture was stirred for 4 hours, then poured into an aqueous sodium hydrogen carbonate solution and extracted with methylene chloride. The extract was washed twice with water and once with a saturated aqueous saline solution, dried over anhydrous magnesium sulfate and ... The reactants are [Si](C)(C)(C(C)(C)C)OC/C=C/C1=CC=2N=CN=C(C2N1CC)OC1=CC=CC=C1 (6-((1E)-3-{[tert-butyl(dimethyl)silyl]oxy}-1-propenyl)-5-ethyl-4-phenoxy-5H-pyrrolo[3,2-d]pyrimidine), CC=1C=C(N)C=CC1OC=1C=NC(=CC1)C (3-methyl-4-[(6-methylpyridin-3-yl)oxy]aniline), Cl.N1=CC=CC=C1 (pyridine hydrochloride), C1(=CC=CC=C1)O (phenol). Solvent: ClCCl (dichloromethane). Conditions: temperature 120 celsius. The product is C(C)N1C(=CC=2N=CN=C(C21)NC2=CC(=C(C=C2)OC=2C=NC(=CC2)C)C)/C=C/CO ((2E)-3-[5-ethyl-4-({3-methyl-4-[(6-methylpyridin-3-yl)oxy]phenyl}amino)-5H-pyrrolo[3,2-d]pyrimidin-6-yl]-2-propen-1-ol). Yield: 40.4%. As a reaction SMILES: [Si]([O:8][CH2:9]/[CH:10]=[CH:11]/[C:12]1[N:20]([CH2:21][CH3:22])[C:19]2[C:18](OC3C=CC=CC=3)=[N:17][CH:16]=[N:15][C:14]=2[CH:13]=1)(C(C)(C)C)(C)C.[CH3:30][C:31]1[CH:32]=[C:33]([CH:35]=[CH:36][C:37]=1[O:38][C:39]1[CH:40]=[N:41][C:42]([CH3:45])=[CH:43][CH:44]=1)[NH2:34].Cl.N1C=CC=CC=1.C1(O)C=CC=CC=1>ClCCl>[CH2:21]([N:20]1[C:19]2[C:18]([NH:34][C:33]3[CH:35]=[CH:36][C:37]([O:38][C:39]4[CH:40]=[N:41][C:42]([CH3:45])=[CH:43][CH:44]=4)=[C:31]([CH3:30])[CH:32]=3)=[N:17][CH:16]=[N:15][C:14]=2[CH:13]=[C:12]1/[CH:11]=[CH:10]/[CH2:9][OH:8])[CH3:22] |f:2.3|. Procedure details: A mixture of 6-((1E)-3-{[tert-butyl(dimethyl)silyl]oxy}-1-propenyl)-5-ethyl-4-phenoxy-5H-pyrrolo[3,2-d]pyrimidine (78 mg), 3-methyl-4-[(6-methylpyridin-3-yl)oxy]aniline (61.2 mg), pyridine hydrochloride (26 mg) and phenol (122 mg) was stirred with heating at 120° C. for 16 hrs. After cooling to room temperature, the mixture was diluted with dichloromethane (30 mL), and washed with saturated aqueous sodium hydrogen carbonate (20 mL). The organic layer was dried over magnesium sulfate and concentr...